This data is from the Open Reaction Database (ORD), a public repository of structured organic reaction records. The task is: describe an organic reaction: reactants, conditions, products, and yield The solvent is CN(C=O)C (dimethylformamide), CN(C=O)C (dimethylformamide). Product: C1(=CC=CC=C1)C=1C=CC=2N(C3=CC=C(C=C3C2C1)C1=CC=CC=C1)C1=NC(=NC(=N1)C1=CC=CC=C1)N1C2=CC=CC=C2C=2C=C3C(=CC12)C(C1=CC=CC=C13)(C)C (10-[4-(3,6-Diphenylcarbazol-9-yl)-6-phenyl-1,3,5-triazin-2-yl]-12,12-dimethyl-10,12-dihydro-10-azaindeno[2,1-b]fluorene). Reactants: ClC1=NC(=NC(=N1)C1=CC=CC=C1)N1C2=CC=C(C=C2C=2C=C(C=CC12)C1=CC=CC=C1)C1=CC=CC=C1 (9-(4-chloro-6-phenyl-1,3,5-triazin-2-yl)-3,6-diphenyl-9H-carbazole), CC1(C2=CC=CC=C2C=2C1=CC=1NC3=CC=CC=C3C1C2)C (12,12-dimethyl-10,12-dihydro-10-azaindeno[2,1-b]-fluorene), [H-].[Na+] (NaH), oil. Procedure: 18.7 g (66.3 mmol) of 12,12-dimethyl-10,12-dihydro-10-azaindeno[2,1-b]-fluorene are dissolved in 200 ml of dimethylformamide under a protective-gas atmosphere, and 5.3 g of 60% NaH in mineral oil (73 mmol) are added. After 1 h at room temperature, a solution of 9-(4-chloro-6-phenyl-1,3,5-triazin-2-yl)-3,6-diphenyl-9H-carbazole (40.5 g, 79.5 mmol) in 150 ml of dimethylformamide is added dropwise. The reaction mixture is stirred at room temperature for 12 h. After this time, the reaction mixture i... Conditions: time 1 hour. RXN SMILES: [CH3:1][C:2]1([CH3:22])[C:10]2=[CH:11][C:12]3[NH:13][C:14]4[C:19]([C:20]=3[CH:21]=[C:9]2[C:8]2[C:3]1=[CH:4][CH:5]=[CH:6][CH:7]=2)=[CH:18][CH:17]=[CH:16][CH:15]=4.[H-].[Na+].Cl[C:26]1[N:31]=[C:30]([C:32]2[CH:37]=[CH:36][CH:35]=[CH:34][CH:33]=2)[N:29]=[C:28]([N:38]2[C:50]3[CH:49]=[CH:48][C:47]([C:51]4[CH:56]=[CH:55][CH:54]=[CH:53][CH:52]=4)=[CH:46][C:45]=3[C:44]3[C:39]2=[CH:40][CH:41]=[C:42]([C:57]2[CH:62]=[CH:61][CH:60]=[CH:59][CH:58]=2)[CH:43]=3)[N:27]=1>CN(C)C=O>[C:57]1([C:42]2[CH:41]=[CH:40][C:39]3[N:38]([C:28]4[N:29]=[C:30]([C:32]5[CH:33]=[CH:34][CH:35]=[CH:36][CH:37]=5)[N:31]=[C:26]([N:13]5[C:12]6[CH:11]=[C:10]7[C:2]([CH3:22])([CH3:1])[C:3]8[C:8]([C:9]7=[CH:21][C:20]=6[C:19]6[C:14]5=[CH:15][CH:16]=[CH:17][CH:18]=6)=[CH:7][CH:6]=[CH:5][CH:4]=8)[N:27]=4)[C:50]4[C:45]([C:44]=3[CH:43]=2)=[CH:46][C:47]([C:51]2[CH:56]=[CH:55][CH:54]=[CH:53][CH:52]=2)=[CH:48][CH:49]=4)[CH:58]=[CH:59][CH:60]=[CH:61][CH:62]=1 |f:1.2|.